This data is from the Open Reaction Database (ORD), a public repository of structured organic reaction records. The task is: describe an organic reaction: reactants, conditions, products, and yield Reactants: C(=O)NCC1=NC=CC=C1 (2-formamidomethylpyridine), P(=O)(Cl)(Cl)Cl (phosphorous oxychloride). Product: C=1N=CN2C1C=CC=C2 (imidazo[1,5-a]pyridine). Reaction SMILES: [CH:1]([NH:3][CH2:4][C:5]1[CH:10]=[CH:9][CH:8]=[CH:7][N:6]=1)=O.P(Cl)(Cl)(Cl)=O>>[CH:4]1[N:3]=[CH:1][N:6]2[CH:7]=[CH:8][CH:9]=[CH:10][C:5]=12. Reported procedure: To 13.6 g. of 2-formamidomethylpyridine in a round-bottom flask is added 25 ml. of phosphorous oxychloride. Following the exothermic reaction, the reaction mixture is cooled to room temperature, and quenched on crushed ice. The aqueous mixture is treated with sufficient 20% aqueous sodium hydroxide solution to provide a pH of 9-10, and the liberated product extracted into chloroform (3 × 300 ml.). The extracts are combined, dried over sodium sulfate and concentrated to a light brown oil, 14.0 g. Reactants: ClC=1C(C(=C(C(C1Cl)=O)C#N)C#N)=O (2,3-dichloro-5,6-dicyano-p-benzoquinone), C(C)(C)C=1NC(=C(C(C1C(=O)OCC)C1=CC=C(C=C1)F)C(=O)OCC)C(C)C (Diethyl 1,4-dihydro-2,6-diisopropyl-4-(4-fluorophenyl)-pyridine-3,5-dicarboxylate). The solvent is C(Cl)Cl (methylene chloride). Conditions: time 1 hour. Product: C(C)(C)C1=NC(=C(C(=C1C(=O)OCC)C1=CC=C(C=C1)F)C(=O)OCC)C(C)C (Diethyl 2,6-diisopropyl-4-(4-fluorophenyl)-pyridine-3,5-dicarboxylate). RXN SMILES: ClC1C(=O)C(C#N)=C(C#N)C(=O)C=1Cl.[CH:15]([C:18]1[NH:19][C:20]([CH:41]([CH3:43])[CH3:42])=[C:21]([C:36]([O:38][CH2:39][CH3:40])=[O:37])[CH:22]([C:29]2[CH:34]=[CH:33][C:32]([F:35])=[CH:31][CH:30]=2)[C:23]=1[C:24]([O:26][CH2:27][CH3:28])=[O:25])([CH3:17])[CH3:16]>C(Cl)Cl>[CH:41]([C:20]1[C:21]([C:36]([O:38][CH2:39][CH3:40])=[O:37])=[C:22]([C:29]2[CH:30]=[CH:31][C:32]([F:35])=[CH:33][CH:34]=2)[C:23]([C:24]([O:26][CH2:27][CH3:28])=[O:25])=[C:18]([CH:15]([CH3:17])[CH3:16])[N:19]=1)([CH3:43])[CH3:42]. Reported procedure: 3.8 g (16.4 mmol) of 2,3-dichloro-5,6-dicyano-p-benzoquinone are added to a solution of 6.6 g (16.4 mmol) of the compound from Example 2 in 200 ml of methylene chloride p.a. and the mixture is stirred for 1 h at room temperature. It is then filtered over kieselgur with suction, the methylene chloride phase is extracted three times using 100 ml of water each time and dried over magnesium sulphate. After concentrating in vacuo, the residue is chromatographed on a column (100 g of silica gel 70-230... Starting materials: CO, Cl, CNC(=O)c1c(-c2ccc(F)cc2)oc2ccc(-c3cc(C(=O)OC)c(OC)cc3C)c(F)c12, [Na+], [OH-], O. Yields the product CNC(=O)c1c(-c2ccc(F)cc2)oc2ccc(-c3cc(C(=O)O)c(OC)cc3C)c(F)c12. RXN SMILES: [CH3:35][OH:36].[ClH:39].[F:1][c:2]1[c:3](-[c:22]2[c:23]([CH3:34])[cH:24][c:25]([O:32][CH3:33])[c:26]([C:27](=[O:28])[O:29][CH3:30])[cH:31]2)[cH:4][cH:5][c:6]2[c:7]1[c:8]([C:18]([NH:19][CH3:20])=[O:21])[c:9](-[c:11]1[cH:12][cH:13][c:14]([F:17])[cH:15][cH:16]1)[o:10]2.[Na+:38].[OH-:37].[OH2:40]>>[F:1][c:2]1[c:3](-[c:22]2[c:23]([CH3:34])[cH:24][c:25]([O:32][CH3:33])[c:26]([C:27](=[O:28])[OH:29])[cH:31]2)[cH:4][cH:5][c:6]2[c:7]1[c:8]([C:18]([NH:19][CH3:20])=[O:21])[c:9](-[c:11]1[cH:12][cH:13][c:14]([F:17])[cH:15][cH:16]1)[o:10]2. Reactants: hydrogen-reduced iron, FC1=C(C(=CC=C1)[N+](=O)[O-])SC#N (1-fluoro-3-nitro-2-thiocyanatobenzene), C(C)O (ethanol), Cl (hydrochloric acid). Run in O (water). Yields the product FC1=CC=CC=2N=C(SC21)N (7-fluorobenzo[d]thiazol-2-amine). The yield is 29.7%. RXN SMILES: [F:1][C:2]1[CH:7]=[CH:6][CH:5]=[C:4]([N+:8]([O-])=O)[C:3]=1[S:11][C:12]#[N:13].C(O)C.Cl>O>[F:1][C:2]1[C:3]2[S:11][C:12]([NH2:13])=[N:8][C:4]=2[CH:5]=[CH:6][CH:7]=1. Reported procedure: A mixture of 1-fluoro-3-nitro-2-thiocyanatobenzene 2 (3.96 g, 0.02 mol), ethanol (30 mL), water (25 mL) and conc. hydrochloric acid (25 mL) was refluxed gently during the addition of hydrogen-reduced iron powder (8 g). After refluxing for 16 hr, the liquor was filtered hot, cooled, the residue filtered, dissolved in hot water, and neutralized with ammonia and then extracted with EtOAc to get the compound 7-fluorobenzo[d]thiazol-2-amine (1 g) as a colorless oil. LC-MS: m/z 169.2 (M+H)+ Reactants: CC(C)(C)[Si](C)(C)OC1(CCCNc2c([N+](=O)[O-])cnc3ccccc23)CCCCC1, CCOC(C)=O. Yields the product CC(C)(C)[Si](C)(C)OC1(CCCNc2c(N)cnc3ccccc23)CCCCC1. As a reaction SMILES: [C:1]([CH3:2])([CH3:3])([CH3:4])[Si:5]([O:6][C:7]1([CH2:13][CH2:14][CH2:15][NH:16][c:17]2[c:18]([N+:27]([O-:28])=[O:29])[cH:19][n:20][c:21]3[cH:22][cH:23][cH:24][cH:25][c:26]23)[CH2:8][CH2:9][CH2:10][CH2:11][CH2:12]1)([CH3:30])[CH3:31].[CH3:32][CH2:33][O:34][C:35](=[O:36])[CH3:37]>>[C:1]([CH3:2])([CH3:3])([CH3:4])[Si:5]([O:6][C:7]1([CH2:13][CH2:14][CH2:15][NH:16][c:17]2[c:18]([NH2:27])[cH:19][n:20][c:21]3[cH:22][cH:23][cH:24][cH:25][c:26]23)[CH2:8][CH2:9][CH2:10][CH2:11][CH2:12]1)([CH3:30])[CH3:31]. Starting materials: C(C)(=O)O[C@@H]1[C@H](C(N1)=O)[C@@H](C)O[Si](C)(C)C(C)(C)C (4-(R)acetoxy-3(R)-[1(R)t-butyldimethylsilyloxyethyl]azetidin-2-one), [K] (potassium), COCC(=S)O (methoxythioacetic acid). Reagents/catalysts: [Br-].[Zn+2].[Br-] (Zinc bromide). Solvent: O1CCOCC1 (dioxane), C(C)(=O)OCC (ethyl acetate), O (water). Conditions: temperature 40 celsius, time 4 hour. Product: COCC(=O)S[C@@H]1[C@H](C(N1)=O)[C@@H](C)O[Si](C)(C)C(C)(C)C (4(R)-methoxyacetylthio-3(S)-[1(R)t-butyldimethylsilyloxyethyl]azetidin-2-one). Yield: 89.8%. As a reaction SMILES: C(O[C@H:5]1[NH:8][C:7](=[O:9])[C@@H:6]1[C@H:10]([O:12][Si:13]([C:16]([CH3:19])([CH3:18])[CH3:17])([CH3:15])[CH3:14])[CH3:11])(=O)C.[K].[CH3:21][O:22][CH2:23][C:24]([OH:26])=[S:25]>O1CCOCC1.C(OCC)(=O)C.O.[Br-].[Zn+2].[Br-]>[CH3:21][O:22][CH2:23][C:24]([S:25][C@H:5]1[NH:8][C:7](=[O:9])[C@@H:6]1[C@H:10]([O:12][Si:13]([C:16]([CH3:17])([CH3:18])[CH3:19])([CH3:14])[CH3:15])[CH3:11])=[O:26] |f:6.7.8,^1:19|. Procedure: To a solution of 4-(R)acetoxy-3(R)-[1(R)t-butyldimethylsilyloxyethyl]azetidin-2-one (2.87 g) in dioxane (40 ml) the potassium salt of methoxythioacetic acid (1.7 g) was added. Zinc bromide (2.7 g) was added to the resulting suspension and the reaction mixture was stirred for 4 hours at 40° C. The reaction mixture was then cooled at room temperature and poured in a mixture of ethyl acetate and water. The organic layer was separated, washed twice with water, dried over anhydrous sodium sulfate, an... Starting materials: O1C(COC=2C=C3CCC(NC3=CC2)=O)C1 (6-(2,3-epoxypropoxy)-3,4-dihydrocarbostyril), C1(=CC=CC=C1)N1CCNCC1 (4-phenylpiperazine), Cl (hydrochloric acid). Run in C(C)(C)O (isopropanol). Yields the product Cl.OC(COC=1C=C2CCC(NC2=CC1)=O)CN1CCN(CC1)C1=CC=CC=C1 (6-[2-hydroxy-3-(4-phenylpiperazinyl)propoxy]-3,4-dihydrocarbostyril monohydrochloride). As a reaction SMILES: [O:1]1[CH2:16][CH:2]1[CH2:3][O:4][C:5]1[CH:6]=[C:7]2[C:12](=[CH:13][CH:14]=1)[NH:11][C:10](=[O:15])[CH2:9][CH2:8]2.[C:17]1([N:23]2[CH2:28][CH2:27][NH:26][CH2:25][CH2:24]2)[CH:22]=[CH:21][CH:20]=[CH:19][CH:18]=1.[ClH:29]>C(O)(C)C>[ClH:29].[OH:1][CH:2]([CH2:16][N:26]1[CH2:27][CH2:28][N:23]([C:17]2[CH:22]=[CH:21][CH:20]=[CH:19][CH:18]=2)[CH2:24][CH2:25]1)[CH2:3][O:4][C:5]1[CH:6]=[C:7]2[C:12](=[CH:13][CH:14]=1)[NH:11][C:10](=[O:15])[CH2:9][CH2:8]2 |f:4.5|. Reported procedure: 4.4 Grams of 6-(2,3-epoxypropoxy)-3,4-dihydrocarbostyril and 3.4 g of 4-phenylpiperazine are dispersed in 80 ml of isopropanol and reacted at 50°-60° C. for 3 hours under stirring conditions, then 5 ml of concentrated hydrochloric acid are added thereto and concentrated under reduced pressure to dryness. The thus obtained residue is recrystallized from hot water to obtain 6.1 g of 6-[2-hydroxy-3-(4-phenylpiperazinyl)propoxy]-3,4-dihydrocarbostyril monohydrochloride.1/2hydrate in the form of colo...